This data is from the Open Reaction Database (ORD), a public repository of structured organic reaction records. The task is: describe an organic reaction: reactants, conditions, products, and yield Starting materials: C(C)(C)(C)OC(N(C)C1=CC(=C(C(=C1)C)CCS(=O)(=O)N1CCC2(C(NC(=N2)CCCCC=C)=O)CC1)C)=O ({4-[2-(2-Hex-5-enyl-4-oxo-1,3,8-triaza-spiro[4.5]dec-1-ene-8-sulfonyl)-ethyl]-3,5-dimethyl-phenyl}-methyl-carbamic acid tert-butyl ester), FC(C(=O)O)(F)F (Trifluoroacetic acid). Run in C(Cl)Cl (methylene chloride). Run at time 2 hour. The product is CC1=C(C(=CC(=C1)NC)C)CCS(=O)(=O)N1CCC2(C(NC(=N2)CCCCC=C)=O)CC1 (8-[2-(2,6-dimethyl-4-methylamino-phenyl)-ethanesulfonyl]-2-hex-5-enyl-1,3,8-triaza-spiro[4.5]dec-1-en-4-one). Isolated yield 102.0%. As a reaction SMILES: C(O[C:6](=O)[N:7]([C:9]1[CH:14]=[C:13]([CH3:15])[C:12]([CH2:16][CH2:17][S:18]([N:21]2[CH2:37][CH2:36][C:24]3([N:28]=[C:27]([CH2:29][CH2:30][CH2:31][CH2:32][CH:33]=[CH2:34])[NH:26][C:25]3=[O:35])[CH2:23][CH2:22]2)(=[O:20])=[O:19])=[C:11]([CH3:38])[CH:10]=1)C)(C)(C)C.FC(F)(F)C(O)=O>C(Cl)Cl>[CH3:15][C:13]1[CH:14]=[C:9]([NH:7][CH3:6])[CH:10]=[C:11]([CH3:38])[C:12]=1[CH2:16][CH2:17][S:18]([N:21]1[CH2:22][CH2:23][C:24]2([N:28]=[C:27]([CH2:29][CH2:30][CH2:31][CH2:32][CH:33]=[CH2:34])[NH:26][C:25]2=[O:35])[CH2:36][CH2:37]1)(=[O:19])=[O:20]. Reported procedure: {4-[2-(2-Hex-5-enyl-4-oxo-1,3,8-triaza-spiro[4.5]dec-1-ene-8-sulfonyl)-ethyl]-3,5-dimethyl-phenyl}-methyl-carbamic acid tert-butyl ester (820 mg, 1.46 mmol) was dissolved in methylene chloride (16 ml). Trifluoroacetic acid (10 ml) was added and the mixture was stirred at room temperature for two hours. The reaction solution was concentrated, and a saturated aqueous sodium bicarbonate solution was added to the residue. This mixture was extracted with methylene chloride. The organic layer was drie... The reactants are COC(=O)C(Br)c1ccc(Oc2ccc(Cl)cc2)cc1, CO, Oc1cccc(-c2ccccc2)c1. As a reaction SMILES: [Br:1][CH:2]([C:3](=[O:4])[O:5][CH3:6])[c:7]1[cH:8][cH:9][c:10]([O:13][c:14]2[cH:15][cH:16][c:17]([Cl:20])[cH:18][cH:19]2)[cH:11][cH:12]1.[CH3:34][OH:35].[c:21]1(-[c:27]2[cH:28][c:29]([OH:33])[cH:30][cH:31][cH:32]2)[cH:22][cH:23][cH:24][cH:25][cH:26]1>>[CH:2]([C:3](=[O:4])[O:5][CH3:6])([c:7]1[cH:8][cH:9][c:10]([O:13][c:14]2[cH:15][cH:16][c:17]([Cl:20])[cH:18][cH:19]2)[cH:11][cH:12]1)[O:33][c:29]1[cH:28][c:27](-[c:21]2[cH:22][cH:23][cH:24][cH:25][cH:26]2)[cH:32][cH:31][cH:30]1. Yields the product COC(=O)C(Oc1cccc(-c2ccccc2)c1)c1ccc(Oc2ccc(Cl)cc2)cc1. The reactants are COC(C(C1=CC=C(C=C1)OCCOC1=CC2=CC=CC=C2C=C1)=O)=O (4-[2-(2-naphthalenyloxy)ethoxy]-alpha-oxobenzeneacetic acid methyl ester), CN(N)C (1,1-dimethylhydrazine). The reagents and catalysts are C(C)(=O)O (acetic acid). Run in CO (methanol), O1CCCC1 (tetrahydrofuran). The product is COC(/C(/C1=CC=C(C=C1)OCCOC1=CC2=CC=CC=C2C=C1)=N/N(C)C)=O ((E)-alpha-(dimethylhydrazono)-4-[2-(2-naphthalenyloxy)ethoxy]benzeneacetic acid methyl ester). RXN SMILES: [CH3:1][O:2][C:3](=[O:26])[C:4](=O)[C:5]1[CH:10]=[CH:9][C:8]([O:11][CH2:12][CH2:13][O:14][C:15]2[CH:24]=[CH:23][C:22]3[C:17](=[CH:18][CH:19]=[CH:20][CH:21]=3)[CH:16]=2)=[CH:7][CH:6]=1.[CH3:27][N:28]([CH3:30])[NH2:29]>CO.O1CCCC1.C(O)(=O)C>[CH3:1][O:2][C:3](=[O:26])/[C:4](=[N:29]/[N:28]([CH3:30])[CH3:27])/[C:5]1[CH:10]=[CH:9][C:8]([O:11][CH2:12][CH2:13][O:14][C:15]2[CH:24]=[CH:23][C:22]3[C:17](=[CH:18][CH:19]=[CH:20][CH:21]=3)[CH:16]=2)=[CH:7][CH:6]=1. Procedure: A mixture of 4-[2-(2-naphthalenyloxy)ethoxy]-alpha-oxobenzeneacetic acid methyl ester (3.5 g), 1,1-dimethylhydrazine (2.28 mL) in methanol (40 mL), tetrahydrofuran (20 mL) and one drop of glacial acetic acid was refluxed for 48 hours and evaporated to dryness. The crude mixture was separated by HPLC (dichloromethane-ether, 49:1) and the more polar component was crystallized from dichloromethane-methanol to provide 0.9 g of (E)-alpha-(dimethylhydrazono)-4-[2-(2-naphthalenyloxy)ethoxy]benzeneaceti... Reaction SMILES: COC(=O)C1C=[C:25]([C:27]([F:30])([F:29])[F:28])[CH:24]=[C:6]([C:7]([N:9]([C:11]2[CH:12]=[N:13][CH:14]=[CH:15][C:16]=2[C:17]2[CH:22]=[CH:21][CH:20]=[CH:19][C:18]=2[Cl:23])[CH3:10])=[O:8])[CH:5]=1.[CH3:32][Mg]Br.[C:35]([CH:38]([CH:40]([C:42]([O-])=O)O)[OH:39])([O-])=O.[K+].[Na+]>C1COCC1>[Cl:23][C:18]1[CH:19]=[CH:20][CH:21]=[CH:22][C:17]=1[C:16]1[CH:15]=[CH:14][N:13]=[CH:12][C:11]=1[N:9]([CH3:10])[C:7](=[O:8])[C:6]1[CH:24]=[C:25]([C:27]([F:28])([F:29])[F:30])[CH:42]=[C:40]([C:38]([OH:39])([CH3:35])[CH3:32])[CH:5]=1 |f:2.3.4|. Starting materials: COC(C1=CC(C(=O)N(C)C=2C=NC=CC2C2=C(C=CC=C2)Cl)=CC(=C1)C(F)(F)F)=O (N-[4-(2-Chloro-phenyl)-pyridin-3-yl]-N-methyl-5-trifluoromethyl-isophthalamic acid methyl ester), C[Mg]Br (methyl magnesium bromide), C(=O)([O-])C(O)C(O)C(=O)[O-].[K+].[Na+] (sodium potassium tartrate). Product: ClC1=C(C=CC=C1)C1=C(C=NC=C1)N(C(C1=CC(=CC(=C1)C(F)(F)F)C(C)(C)O)=O)C (N-[4-(2-Chloro-phenyl)-pyridin-3-yl]-3-(1-hydroxy-1-methyl-ethyl)-N-methyl-5-trifluoromethyl-benzamide). Run in C1CCOC1 (THF). Procedure: To a solution of N-[4-(2-chloro-phenyl)-pyridin-3-yl]-N-methyl-5-trifluoromethyl-isophthalamic acid methyl ester (200 mg, 446 μM, example 75) in THF (3.3 mL) were added methyl magnesium bromide (1M solution in butyl ether, 1.6 mL, 1.56 mmol) within 2 min. The reaction was poured on EtOAc (20 mL) and aqueous sodium potassium tartrate solution (20 mL) and the phases were separated. The aqueous phase was extracted with EtOAc (20 mL) and the combined organic phases were washed with brine, dried over... Reactants: OO (hydrogen peroxide), 120, Cl.FC1=CC=C(C=C1)SCCCC(=N)N (4-(p-fluorophenylthio)-butyramidine hydrochloride). Run in C(C)(=O)O (acetic acid). Conditions: time 8 hour. The product is Cl.FC1=CC=C(C=C1)S(=O)CCCC(=N)N (4(Para-fluorophenylsulphinyl)-butyramidine hydrochloride). Yield: 76.0%. Reaction SMILES: [ClH:1].[F:2][C:3]1[CH:8]=[CH:7][C:6]([S:9][CH2:10][CH2:11][CH2:12][C:13]([NH2:15])=[NH:14])=[CH:5][CH:4]=1.[OH:16]O>C(O)(=O)C>[ClH:1].[F:2][C:3]1[CH:8]=[CH:7][C:6]([S:9]([CH2:10][CH2:11][CH2:12][C:13]([NH2:15])=[NH:14])=[O:16])=[CH:5][CH:4]=1 |f:0.1,4.5|. Reported procedure: 15 g (0.06 mol) of 4-(p-fluorophenylthio)-butyramidine hydrochloride dissolved in 50 ml of acetic acid are oxidised with 5.6 ml of hydrogen peroxide of 120 volumes strength in 1 hour at 50° C.The mixture is left to stand overnight and is then evaporated in vacuo and the residue is taken up in acetone, filtered off and recrystallised from isopropanol. CRL 40,267 is obtained in a yield of 76%; it is in the form of small white crystals. Melting point = 138° C. Reactants: ClCc1ccc(OCc2ccccc2)cc1, CN(C)C=O, [H-], [Na+], O, N#Cc1ccc(Nc2cccnc2)cc1. Yields the product N#Cc1ccc(N(Cc2ccc(OCc3ccccc3)cc2)c2cccnc2)cc1. As a reaction SMILES: [CH2:18]([c:19]1[cH:20][cH:21][cH:22][cH:23][cH:24]1)[O:25][c:26]1[cH:27][cH:28][c:29]([CH2:30][Cl:31])[cH:32][cH:33]1.[CH3:35][N:36]([CH3:37])[CH:38]=[O:39].[H-:16].[Na+:17].[OH2:34].[n:1]1[cH:2][c:3]([NH:7][c:8]2[cH:9][cH:10][c:11]([C:12]#[N:13])[cH:14][cH:15]2)[cH:4][cH:5][cH:6]1>>[n:1]1[cH:2][c:3]([N:7]([c:8]2[cH:9][cH:10][c:11]([C:12]#[N:13])[cH:14][cH:15]2)[CH2:30][c:29]2[cH:28][cH:27][c:26]([O:25][CH2:18][c:19]3[cH:20][cH:21][cH:22][cH:23][cH:24]3)[cH:33][cH:32]2)[cH:4][cH:5][cH:6]1. Starting materials: O1CCC(CC1)C(=O)O (tetrahydro-2H-pyran-4-carboxylic acid), C([O-])([O-])=O.[K+].[K+] (potassium carbonate), C(C1=CC=CC=C1)Br (benzyl bromide). Run in ice water, CN(C)C=O (DMF). Conditions: time 1 day. Product: O1CCC(CC1)C(=O)OCC1=CC=CC=C1 (benzyl tetrahydro-2H-pyran-4-carboxylate). The yield is 94.0%. RXN SMILES: [O:1]1[CH2:6][CH2:5][CH:4]([C:7]([OH:9])=[O:8])[CH2:3][CH2:2]1.C(=O)([O-])[O-].[K+].[K+].[CH2:16](Br)[C:17]1[CH:22]=[CH:21][CH:20]=[CH:19][CH:18]=1>CN(C=O)C>[O:1]1[CH2:6][CH2:5][CH:4]([C:7]([O:9][CH2:16][C:17]2[CH:22]=[CH:21][CH:20]=[CH:19][CH:18]=2)=[O:8])[CH2:3][CH2:2]1 |f:1.2.3|. Procedure: To a mixture of tetrahydro-2H-pyran-4-carboxylic acid (4.8 g) and potassium carbonate (7.6 g) and DMF (73 mL) was added dropwise benzyl bromide (4.6 mL) at 0° C. The reaction mixture was stirred at room temperature for one day, diluted with ice water, and extracted with ethyl acetate. The extract was washed with water, 0.5N hydrochloric acid, water and saturated brine, dried and concentrated under reduced pressure. The obtained residue was separated and purified by silica gel column chromatograp... Reactants: CN1CCCC1=O, CC(=O)Nc1cc(N)ccc1OCCN1CCCC1, NC(=O)c1cnc(On2nnc3ccccc32)nc1NCc1cccc(F)c1. The product is CC(=O)Nc1cc(Nc2ncc(C(N)=O)c(NCc3cccc(F)c3)n2)ccc1OCCN1CCCC1. As a reaction SMILES: [CH3:48][N:49]1[CH2:50][CH2:51][CH2:52][C:53]1=[O:54].[NH2:29][c:30]1[cH:31][cH:32][c:33]([O:40][CH2:41][CH2:42][N:43]2[CH2:44][CH2:45][CH2:46][CH2:47]2)[c:34]([NH:36][C:37]([CH3:38])=[O:39])[cH:35]1.[n:1]1([O:2][c:11]2[n:12][cH:13][c:14]([C:26](=[O:27])[NH2:28])[c:15]([NH:17][CH2:18][c:19]3[cH:20][c:21]([F:25])[cH:22][cH:23][cH:24]3)[n:16]2)[c:3]2[cH:4][cH:5][cH:6][cH:7][c:8]2[n:9][n:10]1>>[c:11]1([NH:29][c:30]2[cH:31][cH:32][c:33]([O:40][CH2:41][CH2:42][N:43]3[CH2:44][CH2:45][CH2:46][CH2:47]3)[c:34]([NH:36][C:37]([CH3:38])=[O:39])[cH:35]2)[n:12][cH:13][c:14]([C:26](=[O:27])[NH2:28])[c:15]([NH:17][CH2:18][c:19]2[cH:20][c:21]([F:25])[cH:22][cH:23][cH:24]2)[n:16]1.